Dataset: the Open Reaction Database (ORD), a public repository of structured organic reaction records. Task: describe an organic reaction: reactants, conditions, products, and yield The reactants are Cl.ON(CC(=O)O)C1=CC=CC=C1 (hydroxyphenylglycine HCL), NH4. Solvent: O (water). Product: ON(CC(=O)O)C1=CC=CC=C1 (hydroxyphenylglycine). RXN SMILES: Cl.[OH:2][N:3]([C:8]1[CH:13]=[CH:12][CH:11]=[CH:10][CH:9]=1)[CH2:4][C:5]([OH:7])=[O:6]>O>[OH:2][N:3]([C:8]1[CH:13]=[CH:12][CH:11]=[CH:10][CH:9]=1)[CH2:4][C:5]([OH:7])=[O:6] |f:0.1|. Reported procedure: DL-hydroxyphenylglycine HCL (10.0 g) is reacted with (+)-phenylethanesulfate NH4 (9.98 g) in water (10 ml) to form two diastereomers of DL-hydroxyphenylglycine (+)-phenylethanesulfate. DL-hydroxyphenylglycine (0.82 g) is added to the reaction mixture and the mixture is heated in an autoclave at 140° C. for 12 hours. After completion of the reaction, 50% aqueous solution of (+)-phenylethanesulfate (1.8 g) and water (10 ml) are added to the reaction mixture and the mixture is stirred at room tempe... Reactants: CCS(=O)(=O)Cl, CCN(CC)CCNc1ccc(CN)c2sc3ccccc3c(=O)c12, [Na+], [OH-], O, c1ccncc1. The product is CCN(CC)CCNc1ccc(CNS(=O)(=O)CC)c2sc3ccccc3c(=O)c12. RXN SMILES: [CH2:26]([CH3:27])[S:28](=[O:29])(=[O:30])[Cl:31].[NH2:1][CH2:2][c:3]1[cH:4][cH:5][c:6]([NH:18][CH2:19][CH2:20][N:21]([CH2:22][CH3:23])[CH2:24][CH3:25])[c:7]2[c:8](=[O:17])[c:9]3[cH:10][cH:11][cH:12][cH:13][c:14]3[s:15][c:16]12.[Na+:34].[OH-:33].[OH2:32].[cH:35]1[cH:36][cH:37][n:38][cH:39][cH:40]1>>[NH:1]([CH2:2][c:3]1[cH:4][cH:5][c:6]([NH:18][CH2:19][CH2:20][N:21]([CH2:22][CH3:23])[CH2:24][CH3:25])[c:7]2[c:8](=[O:17])[c:9]3[cH:10][cH:11][cH:12][cH:13][c:14]3[s:15][c:16]12)[S:28]([CH2:26][CH3:27])(=[O:29])=[O:30]. Starting materials: CCN=C=NCCCN(C)C, CCN1CCOCC1, CN1C(=O)N(c2cccnc2)CC1C(=O)O, CO, NCc1cccc(C(F)(F)F)c1Cl, ClCCl, Cl, O, On1nnc2ccccc21. Yields the product CN1C(=O)N(c2cccnc2)CC1C(=O)NCc1cccc(C(F)(F)F)c1Cl. RXN SMILES: [CH2:29]([N:30]=[C:31]=[N:32][CH2:33][CH2:34][CH2:35][N:36]([CH3:37])[CH3:38])[CH3:39].[CH2:40]([N:41]1[CH2:42][CH2:43][O:44][CH2:45][CH2:46]1)[CH3:47].[CH3:1][N:2]1[C:3](=[O:16])[N:4]([c:10]2[cH:11][n:12][cH:13][cH:14][cH:15]2)[CH2:5][CH:6]1[C:7](=[O:8])[OH:9].[CH3:64][OH:65].[Cl:48][c:49]1[c:50]([CH2:59][NH2:60])[cH:51][cH:52][cH:53][c:54]1[C:55]([F:56])([F:57])[F:58].[Cl:61][CH2:62][Cl:63].[ClH:28].[OH2:17].[OH:18][n:19]1[c:20]2[cH:21][cH:22][cH:23][cH:24][c:25]2[n:26][n:27]1>>[CH3:1][N:2]1[C:3](=[O:16])[N:4]([c:10]2[cH:11][n:12][cH:13][cH:14][cH:15]2)[CH2:5][CH:6]1[C:7](=[O:9])[NH:60][CH2:59][c:50]1[c:49]([Cl:48])[c:54]([C:55]([F:56])([F:57])[F:58])[cH:53][cH:52][cH:51]1. Product: CS(=O)(=O)C=1C=CC(=C(C1)C(=O)N1CCN(CC1)C=1SC(=NN1)C(F)(F)F)N1CCOCC1 ((5-Methanesulfonyl-2-morpholin-4-yl-phenyl)-[4-(5-trifluoromethyl-[1,3,4]thiadiazol-2-yl)-piperazin-1-yl]-methanone). Procedure: Prepared in analogy to example 1 (b) from 5-methanesulfonyl-2-morpholin-4-yl-benzoic acid (Example A13) and 1-(5-trifluoromethyl-[1,3,4]thiadiazol-2-yl)-piperazine trifluoroacetate (Example 62(b)). The crude material was purified by chromatography (SiO2, dichloromethane/methanol 99:1) to yield the title compound as a colorless solid. MS (m/e): 506.3 (M+H+, 100%). Reactants: example 1 ( b ), CS(=O)(=O)C=1C=CC(=C(C(=O)O)C1)N1CCOCC1 (5-methanesulfonyl-2-morpholin-4-yl-benzoic acid), FC(C(=O)O)(F)F.FC(C1=NN=C(S1)N1CCNCC1)(F)F (1-(5-trifluoromethyl-[1,3,4]thiadiazol-2-yl)-piperazine trifluoroacetate). As a reaction SMILES: [CH3:1][S:2]([C:5]1[CH:6]=[CH:7][C:8]([N:14]2[CH2:19][CH2:18][O:17][CH2:16][CH2:15]2)=[C:9]([CH:13]=1)[C:10]([OH:12])=O)(=[O:4])=[O:3].FC(F)(F)C(O)=O.[F:27][C:28]([F:41])([F:40])[C:29]1[S:33][C:32]([N:34]2[CH2:39][CH2:38][NH:37][CH2:36][CH2:35]2)=[N:31][N:30]=1>>[CH3:1][S:2]([C:5]1[CH:6]=[CH:7][C:8]([N:14]2[CH2:19][CH2:18][O:17][CH2:16][CH2:15]2)=[C:9]([C:10]([N:37]2[CH2:36][CH2:35][N:34]([C:32]3[S:33][C:29]([C:28]([F:40])([F:27])[F:41])=[N:30][N:31]=3)[CH2:39][CH2:38]2)=[O:12])[CH:13]=1)(=[O:3])=[O:4] |f:1.2|. Starting materials: [BH3-]C#N.[Na+] (NaBH3CN), Cl.N[C@H]1CSC[C@H]([C@@H]1O)CC1=CC(=C(C(=C1)O[C@](C(F)(F)F)(OC)C)[N+](=O)[O-])F ((3R,4S,5S)-3-amino-5-[3-fluoro-4-nitro-5-((R)-2,2,2-trifluoro-1-methoxy-methyl-ethoxy)-benzyl]-tetrahydro-thiopyran-4-ol hydrochloride), CC(=O)[O-].[Na+] (NaOAc), ( 4A ), C(C)(C)(C)C=1C=C(C=O)C=CC1 (3-tert-butyl-benzaldehyde). Solvent: CO.C(Cl)Cl (MeOH CH2Cl2), C(C)(=O)O (acetic acid). Reaction conditions: temperature 25 celsius, time 16 hour. Yields the product C(C)(C)(C)C=1C=C(CN[C@H]2CSC[C@H]([C@@H]2O)CC2=CC(=C(C(=C2)O[C@@H](C(F)(F)F)COC)[N+](=O)[O-])F)C=CC1 ((3R,4S,5S)-3-(3-tert-Butyl-benzylamino)-5-[3-fluoro-4-nitro-5-((R)-2,2,2-trifluoro-1-methoxymethyl-ethoxy)-benzyl]-tetrahydro-thiopyran-4-ol). RXN SMILES: Cl.[NH2:2][C@@H:3]1[C@@H:8]([OH:9])[C@H:7]([CH2:10][C:11]2[CH:16]=[C:15]([O:17][C@@:18]([CH3:25])(OC)[C:19]([F:22])([F:21])[F:20])[C:14]([N+:26]([O-:28])=[O:27])=[C:13]([F:29])[CH:12]=2)[CH2:6][S:5][CH2:4]1.C[C:31]([O-:33])=O.[Na+].[C:35]([C:39]1[CH:40]=[C:41]([CH:44]=[CH:45][CH:46]=1)[CH:42]=O)([CH3:38])([CH3:37])[CH3:36].[BH3-]C#N.[Na+]>CO.C(Cl)Cl.C(O)(=O)C>[C:35]([C:39]1[CH:40]=[C:41]([CH:44]=[CH:45][CH:46]=1)[CH2:42][NH:2][C@@H:3]1[C@@H:8]([OH:9])[C@H:7]([CH2:10][C:11]2[CH:16]=[C:15]([O:17][C@H:18]([CH2:25][O:33][CH3:31])[C:19]([F:22])([F:20])[F:21])[C:14]([N+:26]([O-:28])=[O:27])=[C:13]([F:29])[CH:12]=2)[CH2:6][S:5][CH2:4]1)([CH3:38])([CH3:36])[CH3:37] |f:0.1,2.3,5.6,7.8|. Reported procedure: To a solution of (3R,4S,5S)-3-amino-5-[3-fluoro-4-nitro-5-((R)-2,2,2-trifluoro-1-methoxy-methyl-ethoxy)-benzyl]-tetrahydro-thiopyran-4-ol hydrochloride (1.217 g, 2.52 mmol) in MeOH-CH2Cl2 1:2 (28 mL) was added NaOAc (0.517 g, 6.3 mmol), powdered molecular sieves (4A) and 3-tert-butyl-benzaldehyde (CAS registry 23039-28-3) (0.413 g, 2.55 mmol). The reaction mixture was stirred at 25° C. for 16 h, acetic acid (0.5 mL) was added followed by NaBH3CN (0.396 g, 6.3 mmol). The reaction mixture was stir...